Dataset: the Open Reaction Database (ORD), a public repository of structured organic reaction records. Task: describe an organic reaction: reactants, conditions, products, and yield Starting materials: BrC1=CC=C(CC2N(CCC3=CC(=CC=C23)OCC2=CC=CC=C2)C2=CC=C(C=C2)F)C=C1 (1-(4-bromobenzyl)-2-(4-fluorophenyl)-6-(phenylmethoxy)-1,2,3,4-tetrahydroisoquinoline), CN(C1=NC=C(C=C1)[Sn](CCCC)(CCCC)CCCC)C (2-(dimethylamino)-5-(tributylstannyl)pyridine). Product: CN(C1=CC=C(C=N1)C1=CC=C(C=C1)CC1N(CCC2=CC(=CC=C12)OCC1=CC=CC=C1)C1=CC=C(C=C1)F)C (1-({4-[6-(Dimethylamino)(3-pyridyl)]phenyl}mehyl)-2-(4-fluorophenyl)-6-(phenylmethoxy)-1,2,3,4-tetrahydroisoquinoline). Yield: 90.0%. Reaction SMILES: Br[C:2]1[CH:33]=[CH:32][C:5]([CH2:6][CH:7]2[C:16]3[C:11](=[CH:12][C:13]([O:17][CH2:18][C:19]4[CH:24]=[CH:23][CH:22]=[CH:21][CH:20]=4)=[CH:14][CH:15]=3)[CH2:10][CH2:9][N:8]2[C:25]2[CH:30]=[CH:29][C:28]([F:31])=[CH:27][CH:26]=2)=[CH:4][CH:3]=1.[CH3:34][N:35]([CH3:55])[C:36]1[CH:41]=[CH:40][C:39]([Sn](CCCC)(CCCC)CCCC)=[CH:38][N:37]=1>>[CH3:34][N:35]([CH3:55])[C:36]1[N:37]=[CH:38][C:39]([C:2]2[CH:3]=[CH:4][C:5]([CH2:6][CH:7]3[C:16]4[C:11](=[CH:12][C:13]([O:17][CH2:18][C:19]5[CH:20]=[CH:21][CH:22]=[CH:23][CH:24]=5)=[CH:14][CH:15]=4)[CH2:10][CH2:9][N:8]3[C:25]3[CH:30]=[CH:29][C:28]([F:31])=[CH:27][CH:26]=3)=[CH:32][CH:33]=2)=[CH:40][CH:41]=1. Procedure: The title compound was prepared as described in Example 135, using 1-(4-bromobenzyl)-2-(4-fluorophenyl)-6-(phenylmethoxy)-1,2,3,4-tetrahydroisoquinoline (0.60 g, 0.12 mmol) and 2-(dimethylamino)-5-(tributylstannyl)pyridine to provide the title compound (0.581 g, 90% yield): 1H NMR (CDCl3) 8.42 (dd, 1H), 7.68 (dd, 1H), 7.32-7.45 (m, 7H), 7.06 (d, 2H), 6.91 (m, 2H), 6.72-6.80 (m, 5H), 6.58 (d, 1H), 5.04 (s, 2H), 4.77 (t, 1H), 3.62 (m 1H), 3.48 (m, 1H), 3.19 (dd, 1H), 3.13 (s, 6H), 2.96 (m, 2H), 2.... The reactants are O=C([O-])[O-], CC1CCC(C(C)C)C(OCCN(C)CCCl)C1, [K+], [K+], [N-]=[N+]=[N-], [Na+], C1CCOC1, O. Product: CC1CCC(C(C)C)C(OCCN(C)CCN=[N+]=[N-])C1. As a reaction SMILES: [C:20](=[O:21])([O-:22])[O-:23].[CH3:1][CH:2]1[CH2:3][CH:4]([O:11][CH2:12][CH2:13][N:14]([CH3:15])[CH2:16][CH2:17][Cl:18])[CH:5]([CH:8]([CH3:9])[CH3:10])[CH2:6][CH2:7]1.[K+:24].[K+:25].[N-:27]=[N+:28]=[N-:29].[Na+:26].[O:30]1[CH2:31][CH2:32][CH2:33][CH2:34]1.[OH2:19]>>[CH3:1][CH:2]1[CH2:3][CH:4]([O:11][CH2:12][CH2:13][N:14]([CH3:15])[CH2:16][CH2:17][N:27]=[N+:28]=[N-:29])[CH:5]([CH:8]([CH3:9])[CH3:10])[CH2:6][CH2:7]1.